From a dataset of the Open Reaction Database (ORD), a public repository of structured organic reaction records. describe an organic reaction: reactants, conditions, products, and yield Reactants: [H-].[H-].[H-].[H-].[Li+].[Al+3] (LiAlH4), CC\1N2CCC(/C1=N/C=1C=NC(=CC1)C1=CC=CC=C1)CC2 ([2-Methyl-1-aza-bicyclo[2.2.2]oct-(3Z)-ylidene]-(6-phenyl-pyridin-3-yl)-amine). Run in C1CCOC1 (THF), C1CCOC1 (THF). Run at time 18 hour. The product is C1(=CC=CC=C1)C1=CC=C(C=N1)N ((6-phenyl-pyridin-3-yl)-amine). As a reaction SMILES: [H-].[H-].[H-].[H-].[Li+].[Al+3].CC1N2CCC(/C/1=[N:14]/[C:15]1[CH:16]=[N:17][C:18]([C:21]3[CH:26]=[CH:25][CH:24]=[CH:23][CH:22]=3)=[CH:19][CH:20]=1)CC2>C1COCC1>[C:21]1([C:18]2[N:17]=[CH:16][C:15]([NH2:14])=[CH:20][CH:19]=2)[CH:22]=[CH:23][CH:24]=[CH:25][CH:26]=1 |f:0.1.2.3.4.5|. Procedure details: A solution of 2-methyl-1-aza-bicyclo[2.2.2]octan-3-one (1.33 g, 9.5 mmol), 6-phenyl-pyridin-3-ylamine (1.25 g, 7.3 mmol) and p-toluene sulfonic acid monohydrate (139 mg, 0.73 mmol) in toluene (40 ml) is heated under reflux for 18 hours using a Dean-Stark apparatus. The toluene is evaporated and the residue is dissolved in ethyl acetate and washed with brine. The organic layer is dried over anhydrous magnesium sulfate, filtered and evaporated to dryness, and the residual oil purified by silica ge... Starting materials: [H][H] (hydrogen), CC1=C(C(CCC1)(C)C)CCCC (1,3,3-trimethyl-2-(but-1-yl)-cyclohex-1-ene). The reagents and catalysts are catalyst, [Pd] (Palladium on charcoal). Solvent: CO (methanol). The product is CC1C(C(CCC1)(C)C)CCCC (1,3,3-trimethyl-2-(but-1-yl)-cyclohexane). Reaction SMILES: [H][H].[CH3:3][C:4]1[CH2:9][CH2:8][CH2:7][C:6]([CH3:11])([CH3:10])[C:5]=1[CH2:12][CH2:13][CH2:14][CH3:15]>CO.[Pd]>[CH3:3][CH:4]1[CH2:9][CH2:8][CH2:7][C:6]([CH3:10])([CH3:11])[CH:5]1[CH2:12][CH2:13][CH2:14][CH3:15]. Procedure: 18 g Of the mixture of alkenes obtained by dehydration of dihydro-β-ionol as described in example 1 was dissolved in 150 ml of methanol and hydrogenated at atmospheric pressure using 0.5 g of a catalyst consisting of 5% Palladium on charcoal. Hydrogenation was stopped when the uptake of hydrogen markedly slowed down. A 1:1 mixture of 1,3,3-trimethyl-2-(but-1-yl)-cyclohex-1-ene and 1,3,3-trimethyl-2-(but-1-yl)-cyclohexane was obtained. This mixture was oxidized with tert.butyl chromate as describ...